This data is from the Open Reaction Database (ORD), a public repository of structured organic reaction records. The task is: describe an organic reaction: reactants, conditions, products, and yield Starting materials: Cl.C1=CC=C(C=C1)S(=O)(=O)N(C1=NC=NC2=CC(=C(C=C12)I)F)C1=CC=CC=C1 ((4-benzenesulphonyl)phenyl-(6-iodo-7-fluoro-quinazolin-4-yl)-amine hydrochloride), O1C(OCC1)C1=CC=C(O1)[Sn](CCCC)(CCCC)CCCC (5-(1,3-dioxolan-2-yl)-2-(tributylstannyl)furan). The product is C1=CC=C(C=C1)S(=O)(=O)N(C1=NC=NC2=CC(=C(C=C12)C=1OC(=CC1)C1OCCO1)F)C1=CC=CC=C1 ((4-Benzenesulphonyl)phenyl-(6-(5-(1,3-dioxolan-2-yl)-furan-2-yl)-7-fluoro-quinazolin-4-yl)-amine). Reaction SMILES: Cl.[CH:2]1[CH:7]=[CH:6][C:5]([S:8]([N:11]([C:24]2[CH:29]=[CH:28][CH:27]=[CH:26][CH:25]=2)[C:12]2[C:21]3[C:16](=[CH:17][C:18]([F:23])=[C:19](I)[CH:20]=3)[N:15]=[CH:14][N:13]=2)(=[O:10])=[O:9])=[CH:4][CH:3]=1.[O:30]1[CH2:34][CH2:33][O:32][CH:31]1[C:35]1[O:39][C:38]([Sn](CCCC)(CCCC)CCCC)=[CH:37][CH:36]=1>>[CH:2]1[CH:7]=[CH:6][C:5]([S:8]([N:11]([C:24]2[CH:29]=[CH:28][CH:27]=[CH:26][CH:25]=2)[C:12]2[C:21]3[C:16](=[CH:17][C:18]([F:23])=[C:19]([C:38]4[O:39][C:35]([CH:31]5[O:32][CH2:33][CH2:34][O:30]5)=[CH:36][CH:37]=4)[CH:20]=3)[N:15]=[CH:14][N:13]=2)(=[O:10])=[O:9])=[CH:4][CH:3]=1 |f:0.1|. Reported procedure: Prepared according to Procedure B from (4-benzenesulphonyl)phenyl-(6-iodo-7-fluoro-quinazolin-4-yl)-amine hydrochloride and 5-(1,3-dioxolan-2-yl)-2-(tributylstannyl)furan. δ1H NMR (400 MHz, DMSO-d6) 10.49(s, 1H), 8.88(d, 1H), 8.63(s, 1H), 8.1(d, 2H), 7.95(m, 4H), 7.65(m, 4H), 6.97(m, 1H), 6.75(d, 1H), 6.01(s, 1H), 4.09(m, 2H), 3.97(m, 2H). ESI-MS m/z 516(M−1). Starting materials: C(C)(C)(C)OC(=O)N1C(CNC2(CCCC2)C1)(C)C (8,8-dimethyl-6,9-diaza-spiro[4.5]decane-9-carboxylic acid tert-butyl ester), C(C)C(CN)(CC)N (2-ethyl-butane-1,2-diamine), CC(C#N)(O)C (acetone cyanohydrin). Product: C(C)(C)(C)OC(=O)N1C(CNC(C1)(C)C)(CC)CC (2,2-Diethyl-5,5-dimethyl-piperazine-1-carboxylic acid tert-butyl ester). RXN SMILES: [C:1]([O:5][C:6](N1CC2(CCCC2)NCC1(C)C)=[O:7])([CH3:4])([CH3:3])[CH3:2].[CH2:20]([C:22]([NH2:27])([CH2:25][CH3:26])[CH2:23][NH2:24])[CH3:21].[CH3:28][C:29]([CH3:33])(O)[C:30]#N>>[C:1]([O:5][C:6]([N:27]1[CH2:28][C:29]([CH3:33])([CH3:30])[NH:24][CH2:23][C:22]1([CH2:25][CH3:26])[CH2:20][CH3:21])=[O:7])([CH3:4])([CH3:3])[CH3:2]. Reported procedure: 2,2-Diethyl-5,5-dimethyl-piperazine-1-carboxylic acid tert-butyl ester was synthesized in analogy to 8,8-dimethyl-6,9-diaza-spiro[4.5]decane-9-carboxylic acid tert-butyl ester starting from 2-ethyl-butane-1,2-diamine and acetone cyanohydrin.